describe an organic reaction: reactants, conditions, products, and yield From a dataset of the Open Reaction Database (ORD), a public repository of structured organic reaction records. Reactants: ClC=1NC2=C(N1)C=CC(=C2)[N+](=O)[O-] (2-Chloro-5-nitrobenzimidazole), C(C)(=O)O[C@H]1[C@H](OC(C)=O)[C@H](OC(C)=O)[C@H](O1)COC(C)=O (1,2,3,5-tetra-O-acetyl-b-D-ribofuranose), [Si](C)(C)(C)OS(=O)(=O)C(F)(F)F (TMSOTf). The solvent is ClCCCl (1,2-dichloroethane), C(Cl)(Cl)Cl (CHCl3). Run at temperature 75 celsius, time 15 minute. The product is ClC1=NC2=C(N1[C@H]1[C@H](OC(C)=O)[C@H](OC(C)=O)[C@H](O1)COC(C)=O)C=CC(=C2)[N+](=O)[O-] (2-Chloro-5-nitro-1-(2,3,5-tri-O-acetyl-β-D-ribofuranosyl)benzimidazole), ClC1=NC2=C(N1[C@H]1[C@H](OC(C)=O)[C@H](OC(C)=O)[C@H](O1)COC(C)=O)C=C(C=C2)[N+](=O)[O-] (2-Chloro-6-nitro-1-(2,3,5-tri-O-acetyl-β-D-ribofuranosyl)benzimidazole). Reaction SMILES: [Cl:1][C:2]1[NH:3][C:4]2[CH:10]=[C:9]([N+:11]([O-:13])=[O:12])[CH:8]=[CH:7][C:5]=2[N:6]=1.C(O[C@@H:18]1[O:30][C@H:29]([CH2:31][O:32][C:33](=[O:35])[CH3:34])[C@@H:24]([O:25][C:26](=[O:28])[CH3:27])[C@H:19]1[O:20][C:21](=[O:23])[CH3:22])(=O)C.[Si](OS(C(F)(F)F)(=O)=O)(C)(C)C>ClCCCl.C(Cl)(Cl)Cl>[Cl:1][C:2]1[N:6]([C@@H:18]2[O:30][C@H:29]([CH2:31][O:32][C:33](=[O:35])[CH3:34])[C@@H:24]([O:25][C:26](=[O:28])[CH3:27])[C@H:19]2[O:20][C:21](=[O:23])[CH3:22])[C:5]2[CH:7]=[CH:8][C:9]([N+:11]([O-:13])=[O:12])=[CH:10][C:4]=2[N:3]=1.[Cl:1][C:2]1[N:3]([C@@H:18]2[O:30][C@H:29]([CH2:31][O:32][C:33](=[O:35])[CH3:34])[C@@H:24]([O:25][C:26](=[O:28])[CH3:27])[C@H:19]2[O:20][C:21](=[O:23])[CH3:22])[C:4]2[CH:10]=[C:9]([N+:11]([O-:13])=[O:12])[CH:8]=[CH:7][C:5]=2[N:6]=1. Procedure details: To a suspension of 3.952 g (20 mmole) of 19 in 100 mL of 1,2-dichloroethane, was added 5 mL (20 mmole) of BSA. The reaction mixture was stirred at 75° C. for 15 min to give a clear solution. This solution was cooled to ~20° C. and treated with 7.0 g (22 mmole) of 1,2,3,5-tetra-O-acetyl-b-D-ribofuranose and 4.638 mL (24 mmole) of TMSOTf at room temperature for 2 h. The reaction mixture was diluted with 200 mL of CHCl3. The CHCl3 solution was washed with sat. NaHCO3 solution (200 mL×2), sat. NaCl ... The reactants are CCc1ccccc1NC(C(=O)O)c1ccccc1, C1CCOC1, Cl, OC1CN2CCC1CC2, On1nnc2ccccc21. Yields the product CCc1ccccc1NC(C(=O)OC1CN2CCC1CC2)c1ccccc1. Reaction SMILES: [CH2:12]([CH3:13])[c:14]1[c:15]([NH:20][CH:21]([C:22](=[O:23])[OH:24])[c:25]2[cH:26][cH:27][cH:28][cH:29][cH:30]2)[cH:16][cH:17][cH:18][cH:19]1.[CH2:40]1[O:41][CH2:42][CH2:43][CH2:44]1.[ClH:11].[N:31]12[CH2:32][CH:33]([OH:39])[CH:34]([CH2:35][CH2:36]1)[CH2:37][CH2:38]2.[OH:1][n:2]1[c:3]2[c:4]([cH:5][cH:6][cH:7][cH:8]2)[n:9][n:10]1>>[CH2:12]([CH3:13])[c:14]1[c:15]([NH:20][CH:21]([C:22]([O:23][CH:33]2[CH2:32][N:31]3[CH2:36][CH2:35][CH:34]2[CH2:37][CH2:38]3)=[O:24])[c:25]2[cH:26][cH:27][cH:28][cH:29][cH:30]2)[cH:16][cH:17][cH:18][cH:19]1.